From a dataset of the Open Reaction Database (ORD), a public repository of structured organic reaction records. describe an organic reaction: reactants, conditions, products, and yield The reactants are C(C)OC1=C(C=NC=2N=C(N=CC21)N2CCN(CC2)C)C(=O)OCC (ethyl 5-ethoxy-2-(4-methyl-1-piperazinyl)pyrido[ 2,3-d]pyrimidine-6-carboxylate), COCCOC (dimethylene glycol dimethyl ether). Product: C(C)N1C=C(C(C2=C1N=C(N=C2)N2CCN(CC2)C)=O)C(=O)OCC (Ethyl 5,8-dihydro-8-ethyl-2-(4-methyl-1-piperazinyl)-5-oxopyrido[2,3-d]pyrimidine-6-carboxylate). As a reaction SMILES: C([O:3][C:4]1[C:13]2[CH:12]=[N:11][C:10]([N:14]3[CH2:19][CH2:18][N:17]([CH3:20])[CH2:16][CH2:15]3)=[N:9][C:8]=2[N:7]=[CH:6][C:5]=1[C:21]([O:23][CH2:24][CH3:25])=[O:22])C.CO[CH2:28][CH2:29]OC>>[CH2:28]([N:7]1[C:8]2[N:9]=[C:10]([N:14]3[CH2:19][CH2:18][N:17]([CH3:20])[CH2:16][CH2:15]3)[N:11]=[CH:12][C:13]=2[C:4](=[O:3])[C:5]([C:21]([O:23][CH2:24][CH3:25])=[O:22])=[CH:6]1)[CH3:29]. Reported procedure: A mixture containing 1.0 g of ethyl 5-ethoxy-2-(4-methyl-1-piperazinyl)pyrido[ 2,3-d]pyrimidine-6-carboxylate and 5.0 ml of dimethylene glycol dimethyl ether was heated to reflux for 3 hours. The solvent was removed by distillation is vacuo and the residual solid was recrystallized from water to yield 0.72 g of the product, m.p. 146° - 147°C. Starting materials: FC1=C(C=CC(=C1)OC1=CC(=NC=C1)NC(=O)N(C1CCN(CC1)C)C)NC(OCC1=CC=CC=C1)=O (benzyl (2-fluoro-4-{2-[3-methyl-3-(1-methylpiperidin-4-yl)ureido]pyridin-4-yloxy}phenyl)carbamate). The reagents and catalysts are [C].[Pd] (palladium carbon). Solvent: O1CCCC1 (tetrahydrofuran). Reaction conditions: time 18 hour. Yields the product NC1=C(C=C(OC2=CC(=NC=C2)NC(N(C2CCN(CC2)C)C)=O)C=C1)F (3-[4-(4-Amino-3-fluorophenoxy)pyridin-2-yl]-1-methyl-1-(1-methylpiperidin-4-yl)urea). As a reaction SMILES: [F:1][C:2]1[CH:7]=[C:6]([O:8][C:9]2[CH:14]=[CH:13][N:12]=[C:11]([NH:15][C:16]([N:18]([CH3:26])[CH:19]3[CH2:24][CH2:23][N:22]([CH3:25])[CH2:21][CH2:20]3)=[O:17])[CH:10]=2)[CH:5]=[CH:4][C:3]=1[NH:27]C(=O)OCC1C=CC=CC=1>O1CCCC1.[C].[Pd]>[NH2:27][C:3]1[CH:4]=[CH:5][C:6]([O:8][C:9]2[CH:14]=[CH:13][N:12]=[C:11]([NH:15][C:16](=[O:17])[N:18]([CH3:26])[CH:19]3[CH2:20][CH2:21][N:22]([CH3:25])[CH2:23][CH2:24]3)[CH:10]=2)=[CH:7][C:2]=1[F:1] |f:2.3|. Reported procedure: To a solution of benzyl (2-fluoro-4-{2-[3-methyl-3-(1-methylpiperidin-4-yl)ureido]pyridin-4-yloxy}phenyl)carbamate (110 mg) in tetrahydrofuran (10 ml) was 10% palladium carbon (46.2 mg), followed by stirring under a hydrogen atmosphere at room temperature for 18 hrs. The reaction mixture was filtered to remove the catalyst, which was then washed with tetrahydrofuran. The filtrate was dried over anhydrous sodium sulfate, and concentrated to a volume of 40 ml to give a solution of the target compo... Reactants: COc1ccc(S(=O)(=O)Nc2cc(C(C)=O)ccc2Cl)cc1OC, C1CCOC1, [Li]C. Product: COc1ccc(S(=O)(=O)Nc2cc(C(C)(C)O)ccc2Cl)cc1OC. As a reaction SMILES: [C:1]([CH3:2])(=[O:3])[c:4]1[cH:5][cH:6][c:7]([Cl:24])[c:8]([NH:10][S:11](=[O:12])(=[O:13])[c:14]2[cH:15][c:16]([O:22][CH3:23])[c:17]([O:20][CH3:21])[cH:18][cH:19]2)[cH:9]1.[CH2:27]1[O:28][CH2:29][CH2:30][CH2:31]1.[CH3:25][Li:26]>>[C:1]([CH3:2])([OH:3])([c:4]1[cH:5][cH:6][c:7]([Cl:24])[c:8]([NH:10][S:11](=[O:12])(=[O:13])[c:14]2[cH:15][c:16]([O:22][CH3:23])[c:17]([O:20][CH3:21])[cH:18][cH:19]2)[cH:9]1)[CH3:25].